Dataset: the Open Reaction Database (ORD), a public repository of structured organic reaction records. Task: describe an organic reaction: reactants, conditions, products, and yield Reactants: tert-butoxycarbonyl-8-(4-(pyrrolidine-1-carbonyl)phenyl)-3H-benzo[b]azepine-4-carboxylate(23), [O-]P(=O)([O-])[O-].[K+].[K+].[K+] (K3PO4), N1(CCCC1)C(=O)C1=CC=C(C=C1)B(O)O (4-(pyrrolidine-1-carbonyl)phenylboronic acid), C(C)OC(=O)/C/1=C/C2=C(\N=C(/C1)\C(=O)OC(C)(C)C)C=C(C=C2)Br ((1E,4E)-ethyl-8-bromo-2-(tert-butoxycarbonyl)-3H-benzo[b]azepine-4-carboxylate). The reagents and catalysts are C(C)(=O)[O-].[Pd+2].C(C)(=O)[O-] (palladium acetate). Run in C(C)O (ethanol). Reaction conditions: temperature 60 celsius. Product: C(C)OC(=O)/C/1=C/C2=C(\N=C(/C1)\C(=O)OC(C)(C)C)C=C(C=C2)C2=CC=C(C=C2)C(=O)N2CCCC2 ((1E,4E)-ethyl-2-(tert-butoxycarbonyl)-8(4-(pyrrolidine-1-carbonyl)phenyl)-3H-benzo[b]azepine-4-carboxylate). The yield is 47.6%. Reaction SMILES: [O-]P([O-])([O-])=O.[K+].[K+].[K+].[N:9]1([C:14]([C:16]2[CH:21]=[CH:20][C:19](B(O)O)=[CH:18][CH:17]=2)=[O:15])[CH2:13][CH2:12][CH2:11][CH2:10]1.[CH2:25]([O:27][C:28]([C:30]1=[CH:31][C:32]2[CH:47]=[CH:46][C:45](Br)=[CH:44][C:33]=2[N:34]=[C:35]([C:37]([O:39][C:40]([CH3:43])([CH3:42])[CH3:41])=[O:38])[CH2:36]1)=[O:29])[CH3:26]>C([O-])(=O)C.[Pd+2].C([O-])(=O)C.C(O)C>[CH2:25]([O:27][C:28]([C:30]1=[CH:31][C:32]2[CH:47]=[CH:46][C:45]([C:19]3[CH:20]=[CH:21][C:16]([C:14]([N:9]4[CH2:13][CH2:12][CH2:11][CH2:10]4)=[O:15])=[CH:17][CH:18]=3)=[CH:44][C:33]=2[N:34]=[C:35]([C:37]([O:39][C:40]([CH3:43])([CH3:41])[CH3:42])=[O:38])[CH2:36]1)=[O:29])[CH3:26] |f:0.1.2.3,6.7.8|. Procedure: Preparation of (1E,4E)-ethyl-2-(tert-butoxycarbonyl-8-(4-(pyrrolidine-1-carbonyl)phenyl)-3H-benzo[b]azepine-4-carboxylate(23): To an ethanol solution (15 mL) containing K3PO4 (938 mg, 4.42 mmol), 4-(pyrrolidine-1-carbonyl)phenylboronic acid (785 mg, 3.58 mmol), and (1E,4E)-ethyl-8-bromo-2-(tert-butoxycarbonyl)-3H-benzo[b]azepine-4-carboxylate (489 mg, 1.19 mmol), was added palladium acetate (80.5 mg, 0.358 mmol). The reaction was heated to 60° C. for 2 hours, then cooled to room temperature and ...